From a dataset of the Open Reaction Database (ORD), a public repository of structured organic reaction records. describe an organic reaction: reactants, conditions, products, and yield The reactants are BrC=1C(=NC=CC1)N (3-Bromopyridin-2-amine), C(C(C)(C)C)(=O)Cl (pivaloyl chloride). Run in N1=CC=CC=C1 (Pyridine). Conditions: temperature 80 celsius. Yields the product BrC=1C(=NC=CC1)NC(C(C)(C)C)=O (N-(3-Bromopyridin-2-yl)pivalamide). As a reaction SMILES: [Br:1][C:2]1[C:3]([NH2:8])=[N:4][CH:5]=[CH:6][CH:7]=1.[C:9](Cl)(=[O:14])[C:10]([CH3:13])([CH3:12])[CH3:11]>N1C=CC=CC=1>[Br:1][C:2]1[C:3]([NH:8][C:9](=[O:14])[C:10]([CH3:13])([CH3:12])[CH3:11])=[N:4][CH:5]=[CH:6][CH:7]=1. Procedure details: 3-Bromopyridin-2-amine (500 mg, 2.89 mmol) and pivaloyl chloride (420 mg, 3.48 mmol) were added to a 50 mL round-bottomed flask. Pyridine (10 mL) was then added and the mixture stirred and heated at 80° C. for 4 h. The reaction was then cooled to rt and stirred overnight. The reaction mixture was then concentrated to dryness and the resultant residue subjected to FCC to provide the title compound. MS (ESI): mass calcd. for C10H13BrN2O, 256.02; m/z found, 257.1 [M+H]+. The reactants are CC(=O)Oc1ccc2c(c1)COC(=O)N2, CC(=O)O, O=S(=O)(Cl)Cl. Product: CC(=O)Oc1cc(Cl)c2c(c1)COC(=O)N2. As a reaction SMILES: [C:1]([CH3:2])(=[O:3])[O:4][c:5]1[cH:6][cH:7][c:8]2[c:9]([cH:15]1)[CH2:10][O:11][C:12](=[O:14])[NH:13]2.[CH3:21][C:22](=[O:23])[OH:24].[S:16]([Cl:17])(=[O:18])([Cl:19])=[O:20]>>[C:1]([CH3:2])(=[O:3])[O:4][c:5]1[cH:6][c:7]([Cl:19])[c:8]2[c:9]([cH:15]1)[CH2:10][O:11][C:12](=[O:14])[NH:13]2. The reactants are SC1=C(C=CC=C1)O (2-mercaptophenol), C(C(C)=C)Cl (methallyl chloride), 16b. Product: CC(CSC1=C(C=CC=C1)O)=C (2-(2-methylallylthio)phenol). Isolated yield 65.0%. RXN SMILES: [SH:1][C:2]1[CH:7]=[CH:6][CH:5]=[CH:4][C:3]=1[OH:8].[CH2:9](Cl)[C:10](=[CH2:12])[CH3:11]>>[CH3:11][C:10](=[CH2:9])[CH2:12][S:1][C:2]1[CH:7]=[CH:6][CH:5]=[CH:4][C:3]=1[OH:8]. Reported procedure: This compound was prepared in 65% yield from 2-mercaptophenol and methallyl chloride according to the procedure for 16b in Example VII. Brown Oil; 1H NMR (CDCl3): δ 1.86 (s, 3H), 3.26 (s, 2H), 4.52 (s, 1H), 4.73 (s, 1H), 6.68 (s, 1H), 6.85 (dt, J=1.35 Hz, J=7.40 Hz, 1H), 6.97 (dd, J=1.1, J=8.0 Hz, 1H), 7.25 (dt, J=1.4, J=7.7, 1H), 7.39 (dd, J=1.7 Hz, J=7.7 Hz, 1H); 13C NMR (CDCl3): δ 20.91, 44.49, 114.74, 114.92, 118.84, 120.67, 131.25, 136.31, 140.32, 157.08. Starting materials: ClC1=CC=C(C=C1)[C@@]1(C(CN(CC1)C([C@@H](C(C)C)NC=1SC=C(N1)C(=O)OCC)=O)(C)C)O (ethyl 2-((R)-1-((S)-4-(4-chlorophenyl)-4-hydroxy-3,3-dimethylpiperidin-1-yl)-3-methyl-1-oxobutan-2-ylamino)thiazole-4-carboxylate), C1CCOC1 (THF), [OH-].[Na+] (NaOH). Solvent: CO (MeOH). Yields the product ClC1=CC=C(C=C1)[C@@]1(C(CN(CC1)C([C@@H](C(C)C)NC=1SC=C(N1)C(=O)O)=O)(C)C)O (2-((R)-1-((S)-4-(4-chlorophenyl)-4-hydroxy-3,3-dimethylpiperidin-1-yl)-3-methyl-1-oxobutan-2-ylamino)thiazole-4-carboxylic acid). As a reaction SMILES: [Cl:1][C:2]1[CH:7]=[CH:6][C:5]([C@@:8]2([OH:33])[CH2:13][CH2:12][N:11]([C:14](=[O:30])[C@H:15]([NH:19][C:20]3[S:21][CH:22]=[C:23]([C:25]([O:27]CC)=[O:26])[N:24]=3)[CH:16]([CH3:18])[CH3:17])[CH2:10][C:9]2([CH3:32])[CH3:31])=[CH:4][CH:3]=1.C1COCC1.[OH-].[Na+]>CO>[Cl:1][C:2]1[CH:7]=[CH:6][C:5]([C@@:8]2([OH:33])[CH2:13][CH2:12][N:11]([C:14](=[O:30])[C@H:15]([NH:19][C:20]3[S:21][CH:22]=[C:23]([C:25]([OH:27])=[O:26])[N:24]=3)[CH:16]([CH3:18])[CH3:17])[CH2:10][C:9]2([CH3:31])[CH3:32])=[CH:4][CH:3]=1 |f:2.3|. Reported procedure: To a solution of ethyl 2-((R)-1-((S)-4-(4-chlorophenyl)-4-hydroxy-3,3-dimethylpiperidin-1-yl)-3-methyl-1-oxobutan-2-ylamino)thiazole-4-carboxylate (69 mg, 0.140 mmol) in MeOH (0.28 ml)/THF (0.280 ml) was added NaOH, IN (0.140 ml, 0.140 mmol) and the reaction stirred at room temperature. The reaction was stirred for 8 h and then neutralized with 1 N HCL. The solvents were removed and water (˜1 mL) was added. The resulting solids were stirred and sonicated briefly, filtered and rinsed with water. ... Run in CO (methanol). Procedure: A mixture of 5-bromo-4-(2-(1H-imidazol-4-yl)-ethylamino)-2-chloro-pyrimidine (60 mg), 4-pyrrolidin-1-ylmethyl-phenylamine (35 mg) and hydrochloric acid (37% in water, 40 μL) in methanol (2 mL) was refluxed overnight. The reaction mixture was partitioned between ethyl acetate and saturated aqueous sodium bicarbonate solution, the organic phase dried (Na2SO4) and evaporated, which gave, after chromatography on silica using dichloromethane/methanol, the title compound (4 mg). Product: BrC=1C(=NC(=NC1)NC1=CC=C(C=C1)CN1CCCC1)NCCC=1N=CNC1 (5-Bromo-4-(2-(1H-imidazol-4-yl)-ethylamino)-2-(4-pyrrolidin-1-ylmethyl-phenylamino)-pyrimidine). Starting materials: ClCCl.CO (dichloromethane methanol), BrC=1C(=NC(=NC1)Cl)NCCC=1N=CNC1 (5-bromo-4-(2-(1H-imidazol-4-yl)-ethylamino)-2-chloro-pyrimidine), N1(CCCC1)CC1=CC=C(C=C1)N (4-pyrrolidin-1-ylmethyl-phenylamine), Cl (hydrochloric acid). Yield: 4.6%. As a reaction SMILES: [Br:1][C:2]1[C:3]([NH:9][CH2:10][CH2:11][C:12]2[N:13]=[CH:14][NH:15][CH:16]=2)=[N:4][C:5](Cl)=[N:6][CH:7]=1.[N:17]1([CH2:22][C:23]2[CH:28]=[CH:27][C:26]([NH2:29])=[CH:25][CH:24]=2)[CH2:21][CH2:20][CH2:19][CH2:18]1.Cl.ClCCl.CO>CO>[Br:1][C:2]1[C:3]([NH:9][CH2:10][CH2:11][C:12]2[N:13]=[CH:14][NH:15][CH:16]=2)=[N:4][C:5]([NH:29][C:26]2[CH:25]=[CH:24][C:23]([CH2:22][N:17]3[CH2:21][CH2:20][CH2:19][CH2:18]3)=[CH:28][CH:27]=2)=[N:6][CH:7]=1 |f:3.4|. Starting materials: C(CCC)OC(C=C)=O (butylacrylate), C=CC1=CC=CC=C1 (styrene), S(=O)(=O)([O-])OOS(=O)(=O)[O-].[Na+].[Na+] (sodium persulphate). Run in O (water). Product: C(CCC)OC(C=C)=O.C=CC1=CC=CC=C1 (butylacrylate styrene). Reaction SMILES: [CH2:1]([O:5][C:6](=[O:9])[CH:7]=[CH2:8])[CH2:2][CH2:3][CH3:4].[CH2:10]=[CH:11][C:12]1[CH:17]=[CH:16][CH:15]=[CH:14][CH:13]=1.S(OOS([O-])(=O)=O)([O-])(=O)=O.[Na+].[Na+]>O>[CH2:1]([O:5][C:6](=[O:9])[CH:7]=[CH2:8])[CH2:2][CH2:3][CH3:4].[CH2:10]=[CH:11][C:12]1[CH:17]=[CH:16][CH:15]=[CH:14][CH:13]=1 |f:2.3.4,6.7|. Procedure details: A butylacrylate/styrene latex is prepared by emulsifying by stirring in the presence of the wetting agent a mixture of 18.6 g of butylacrylate and 21.2 g of styrene in 50 g of water and initiating the polymerisation, at 70° C. under nitrogen, with 0.13 g of sodium persulphate. The latex so prepared contains 47% by weight of solids. Isolated yield 87.0%. Reported procedure: A solution of 6-bromo-4-chloropyrrolo[1,2-b]pyridazine-3-carboxamide (Intermediate 2, 0.4 g, 1.46 mmol) in DMF (2 mL), was added (3R,4S)-benzyl 3-amino-4-methoxypyrrolidine-1-carboxylate (enantiopure Intermediate 12, 0.40 g, 1.60 mmol) and N,N-diisopropylethylamine (0.3 mL, 3.1 mmol). The mixture was heated at 85° C. overnight. After cooling, the mixture was added water, stirred for 3 h, filtered, rinsed with water, and dried to give (3R,4S)-benzyl 3-((6-bromo-3-carbamoylpyrrolo[1,2-b]pyridazin-... Conditions: temperature 85 celsius, time 3 hour. Run in CN(C)C=O (DMF). The reactants are BrC=1C=C2N(N=CC(=C2Cl)C(=O)N)C1 (6-bromo-4-chloropyrrolo[1,2-b]pyridazine-3-carboxamide), BrC=1C=C2N(N=CC(=C2Cl)C(=O)N)C1 (6-bromo-4-chloropyrrolo[1,2-b]pyridazine-3-carboxamide), N[C@@H]1CN(C[C@@H]1OC)C(=O)OCC1=CC=CC=C1 ((±)-cis-benzyl 3-amino-4-methoxypyrrolidine-1-carboxylate), N[C@@H]1CN(C[C@@H]1OC)C(=O)OCC1=CC=CC=C1 ((±)-cis-benzyl 3-amino-4-methoxypyrrolidine-1-carboxylate), C(C)(C)N(C(C)C)CC (N,N-diisopropylethylamine), O (water). The product is BrC=1C=C2N(N=CC(=C2N[C@@H]2CN(C[C@@H]2OC)C(=O)OCC2=CC=CC=C2)C(N)=O)C1 ((3R,4S)-benzyl 3-((6-bromo-3-carbamoylpyrrolo[1,2-b]pyridazin-4-yl)amino)-4-methoxypyrrolidine-1-carboxylate). RXN SMILES: [Br:1][C:2]1[CH:3]=[C:4]2[C:9](Cl)=[C:8]([C:11]([NH2:13])=[O:12])[CH:7]=[N:6][N:5]2[CH:14]=1.[NH2:15][C@H:16]1[C@@H:20]([O:21][CH3:22])[CH2:19][N:18]([C:23]([O:25][CH2:26][C:27]2[CH:32]=[CH:31][CH:30]=[CH:29][CH:28]=2)=[O:24])[CH2:17]1.C(N(CC)C(C)C)(C)C.O>CN(C=O)C>[Br:1][C:2]1[CH:3]=[C:4]2[C:9]([NH:15][C@H:16]3[C@@H:20]([O:21][CH3:22])[CH2:19][N:18]([C:23]([O:25][CH2:26][C:27]4[CH:32]=[CH:31][CH:30]=[CH:29][CH:28]=4)=[O:24])[CH2:17]3)=[C:8]([C:11](=[O:12])[NH2:13])[CH:7]=[N:6][N:5]2[CH:14]=1. Starting materials: [BH4-], CCCCCC(=O)C=CI, [Na+]. Yields the product CCCCCC(O)C=CI. RXN SMILES: [BH4-:11].[I:1][CH:2]=[CH:3][C:4]([CH2:5][CH2:6][CH2:7][CH2:8][CH3:9])=[O:10].[Na+:12]>>[I:1][CH:2]=[CH:3][CH:4]([CH2:5][CH2:6][CH2:7][CH2:8][CH3:9])[OH:10]. Reactants: ClC1=C(C=O)C=CC=C1Cl (2,3-dichlorobenzaldehyde), C(CC(=O)C)(=O)OCC1=CC=CC=C1 (benzyl acetoacetate), N (ammonia). The solvent is CO (methanol). Reaction conditions: temperature 90 celsius, time 10 hour. The product is ClC1=C(C=CC=C1Cl)C1C(=C(NC(=C1C(=O)OCC1=CC=CC=C1)C)C)C(=O)OCC1=CC=CC=C1 (dibenzyl 4-(2,3-dichlorophenyl)-1,4-dihydro-2,6-dimethyl-3,5-pyridinedicarboxylate). The yield is 30.0%. RXN SMILES: [Cl:1][C:2]1[C:9]([Cl:10])=[CH:8][CH:7]=[CH:6][C:3]=1[CH:4]=O.[C:11]([O:17][CH2:18][C:19]1[CH:24]=[CH:23][CH:22]=[CH:21][CH:20]=1)(=[O:16])[CH2:12][C:13]([CH3:15])=O.[NH3:25]>CO>[Cl:1][C:2]1[C:9]([Cl:10])=[CH:8][CH:7]=[CH:6][C:3]=1[CH:4]1[C:12]([C:11]([O:17][CH2:18][C:19]2[CH:24]=[CH:23][CH:22]=[CH:21][CH:20]=2)=[O:16])=[C:13]([CH3:15])[NH:25][C:13]([CH3:15])=[C:12]1[C:11]([O:17][CH2:18][C:19]1[CH:20]=[CH:21][CH:22]=[CH:23][CH:24]=1)=[O:16]. Procedure: In a 7% ammonia solution in methanol were dissolved 2.6 g of 2,3-dichlorobenzaldehyde and 5.8 g of benzyl acetoacetate, and the solution was stirred in a closed tube at 90° C. for 10 hours, followed by concentration under reduced pressure. The residue was purified by silica gel column chromatography (ethyl acetate/hexane=1/4 ) to obtain 4.8 g (yield: 30%) of dibenzyl 4-(2,3-dichlorophenyl)-1,4-dihydro-2,6-dimethyl-3,5-pyridinedicarboxylate as a yellow crystal .